describe an organic reaction: reactants, conditions, products, and yield From a dataset of the Open Reaction Database (ORD), a public repository of structured organic reaction records. The solvent is CO (methanol). Isolated yield 67.5%. Reported procedure: A solution of the compound (574 mg, 1.0 mmol) obtained in Example 42-1) and 4 M hydrochloric acid (1,4-dioxane solution, 1 mL) in methanol (4 mL) was stirred at room temperature for 16 h. The reaction mixture was concentrated under reduced pressure, saturated aqueous sodium hydrogencarbonate was added to the residue, the mixture was extracted with dichloromethane, and the organic layer was washed with saturated sodium chloride solution and dried with anhydrous sodium sulfate. After filtration, t... Reactants: [Si](C)(C)(C(C)(C)C)OCC1(CC=2N(CCS1)C(=NN2)C2(CC2)C2=CC=C(C=C2)C2=NC=C(C=C2)C(F)(F)F)C (8-({[Tert-butyl(dimethyl)silyl]oxy}methyl)-8-methyl-3-(1-{4-[5-(trifluoromethyl)pyridin-2-yl]phenyl}cyclopropyl)-5,6,8,9-tetrahydro[1,2,4]triazolo[4,3-d][1,4]thiazepine), Cl (hydrochloric acid). The product is CC1(CC=2N(CCS1)C(=NN2)C2(CC2)C2=CC=C(C=C2)C2=NC=C(C=C2)C(F)(F)F)CO ([8-Methyl-3-(1-{4-[5-(trifluoromethyl)pyridin-2-yl]phenyl}cyclopropyl)-5,6,8,9-tetrahydro[1,2,4]triazolo[4,3-d][1,4]thiazepin-8-yl]methanol). Reaction SMILES: [Si]([O:8][CH2:9][C:10]1([CH3:39])[S:16][CH2:15][CH2:14][N:13]2[C:17]([C:20]3([C:23]4[CH:28]=[CH:27][C:26]([C:29]5[CH:34]=[CH:33][C:32]([C:35]([F:38])([F:37])[F:36])=[CH:31][N:30]=5)=[CH:25][CH:24]=4)[CH2:22][CH2:21]3)=[N:18][N:19]=[C:12]2[CH2:11]1)(C(C)(C)C)(C)C.Cl>CO>[CH3:39][C:10]1([CH2:9][OH:8])[S:16][CH2:15][CH2:14][N:13]2[C:17]([C:20]3([C:23]4[CH:28]=[CH:27][C:26]([C:29]5[CH:34]=[CH:33][C:32]([C:35]([F:38])([F:37])[F:36])=[CH:31][N:30]=5)=[CH:25][CH:24]=4)[CH2:21][CH2:22]3)=[N:18][N:19]=[C:12]2[CH2:11]1.